From a dataset of the Open Reaction Database (ORD), a public repository of structured organic reaction records. describe an organic reaction: reactants, conditions, products, and yield Reactants: Compound ( 47 ), C(C(C)C)N1CCNCC1 (1-isobutylpiperazine), C([O-])([O-])=O.[K+].[K+] (potassium carbonate), C1=NC=CC=2C(=CC=CC12)S(=O)(=O)Cl (5-isoquinolinesulfonyl chloride), CO.C(Cl)(Cl)Cl (methanol chloroform). Run in C(Cl)(Cl)Cl (chloroform), C(Cl)(Cl)Cl (chloroform), C(Cl)(Cl)Cl (chloroform). Run at time 2 hour. Product: C1=NC=CC=2C(=CC=CC12)S(=O)(=O)N1CCN(CC1)CC(C)C (1-(5-isoquinolinesulfonyl)-4-isobutylpiperazine). The yield is 78.1%. As a reaction SMILES: [CH2:1]([N:5]1[CH2:10][CH2:9][NH:8][CH2:7][CH2:6]1)[CH:2]([CH3:4])[CH3:3].C(=O)([O-])[O-].[K+].[K+].[CH:17]1[C:26]2[CH:25]=[CH:24][CH:23]=[C:22]([S:27](Cl)(=[O:29])=[O:28])[C:21]=2[CH:20]=[CH:19][N:18]=1.CO.C(Cl)(Cl)Cl>C(Cl)(Cl)Cl>[CH:17]1[C:26]2[CH:25]=[CH:24][CH:23]=[C:22]([S:27]([N:8]3[CH2:9][CH2:10][N:5]([CH2:1][CH:2]([CH3:4])[CH3:3])[CH2:6][CH2:7]3)(=[O:29])=[O:28])[C:21]=2[CH:20]=[CH:19][N:18]=1 |f:1.2.3,5.6|. Reported procedure: In 30 ml of chloroform were added 1.42 g of 1-isobutylpiperazine and 2.76 g of potassium carbonate, and to the mixture was added dropwise 50 ml of a chloroform solution containing 2.28 g of 5-isoquinolinesulfonyl chloride under cooling with ice. After the dropwise addition of the chloroform solution, the mixed solution thus obtained was stirred at a temperature of 15° C. to 25° C. for two hours, and then the reaction solution was washed with 20 ml of a 1N aqueous sodium hydroxide solution and ex... The reactants are S1CNC2=C1C=CC=C2 (2,3-dihydro-1,3-benzothiazole), NC1=C(C=CC=C1)S (2-aminobenzenethiol), C=O (formalin), C(#N)C=1C=C(C(=O)Cl)C=C(C1OC)C1CC1 (3-cyano-5-cyclopropyl-4-methoxybenzoyl chloride). Solvent: C(Cl)(Cl)Cl (chloroform), C(C)N(CC)CC (triethylamine). Conditions: time 2 hour. The product is C(#N)C=1C=C(C(=O)N2CSC3=C2C=CC=C3)C=C(C1OC)C1CC1 (3-(3-cyano-5-cyclopropyl-4-methoxybenzoyl)-2,3-dihydro-1,3-benzothiazole). RXN SMILES: [S:1]1[C:5]2[CH:6]=[CH:7][CH:8]=[CH:9][C:4]=2[NH:3][CH2:2]1.NC1C=CC=CC=1S.C=O.[C:20]([C:22]1[CH:23]=[C:24]([CH:28]=[C:29]([CH:33]2[CH2:35][CH2:34]2)[C:30]=1[O:31][CH3:32])[C:25](Cl)=[O:26])#[N:21]>C(Cl)(Cl)Cl.C(N(CC)CC)C>[C:20]([C:22]1[CH:23]=[C:24]([CH:28]=[C:29]([CH:33]2[CH2:35][CH2:34]2)[C:30]=1[O:31][CH3:32])[C:25]([N:3]1[C:4]2[CH:9]=[CH:8][CH:7]=[CH:6][C:5]=2[S:1][CH2:2]1)=[O:26])#[N:21]. Reported procedure: 2,3-dihydro-1,3-benzothiazole synthesized from 2-aminobenzenethiol (346 mg) and 37% formalin (0.23 mL) in the same manner as in Example 1 was dissolved in chloroform (3 mL), and triethylamine (0.38 mL) and 3-cyano-5-cyclopropyl-4-methoxybenzoyl chloride were added to the solution, and then stirred at room temperature for 2 hours. The solvent was distilled off under reduced pressure and water was added, and then the mixture was extracted with ethyl acetate. The organic layer was washed with 1N hy... Starting materials: C(CCC)[Li] (butyl lithium), Cl (HCl), ClC1=CC(=CC(=C1)Br)Br (1-chloro-3,5-dibromobenzene), CN(C)C=O (DMF). Solvent: CCCCCC (hexane), C(C)OCC (ethyl ether). Conditions: temperature -30 celsius, time 8 hour. Product: BrC=1C=C(C=O)C=C(C1)Cl (3-bromo-5-chlorobenzaldehyde). The yield is 80.0%. Reaction SMILES: [Cl:1][C:2]1[CH:7]=[C:6](Br)[CH:5]=[C:4]([Br:9])[CH:3]=1.C([Li])CCC.CN([CH:18]=[O:19])C.Cl>C(OCC)C.CCCCCC>[Br:9][C:4]1[CH:5]=[C:6]([CH:7]=[C:2]([Cl:1])[CH:3]=1)[CH:18]=[O:19]. Procedure details: To 1-chloro-3,5-dibromobenzene (Esprit) (20 g, 0.074 mole) in anhydrous ethyl ether (150 mL) in a flame dried flask under N2 and at -78° C. was added 1.6 m butyl lithium in hexane dropwise, keeping the temperature below -78° C., then warmed to -30° C. Anhydrous DMF (6.8 g, 0.092 mole) was added dropwise, keeping the temperature below -20° C. After the addition was complete, the reaction was slowly warmed to 0° C., then stirred overnight at room temperature. The reaction mixture was poured slowly... Procedure details: Alternatively, to the solution of mandelic acid amide in dichloromethane is added 50% aqueous caustic soda at RT. Subsequently p-toluene sulfonic acid chloride (1.0 equivalent) is added as a solution in dichloromethane keeping the temperature below 25° C. The biphasic reaction mixture is stirred at RT until a satisfactory conversion is reached, phases are separated, the aqueous phase is extracted once with dichloromethane and then the combined organic phases are washed with water. After a solven... RXN SMILES: [C:1]([NH2:11])(=[O:10])[CH:2]([C:4]1[CH:9]=[CH:8][CH:7]=[CH:6][CH:5]=1)[OH:3].[OH-].[Na+].[C:14]1([CH3:24])[CH:19]=[CH:18][C:17]([S:20](Cl)(=[O:22])=[O:21])=[CH:16][CH:15]=1.Cl[CH2:26]Cl>>[CH3:26][NH:11][C:1]([C@@H:2]([O:3][S:20]([C:17]1[CH:18]=[CH:19][C:14]([CH3:24])=[CH:15][CH:16]=1)(=[O:22])=[O:21])[C:4]1[CH:9]=[CH:8][CH:7]=[CH:6][CH:5]=1)=[O:10] |f:1.2|. The reactants are C(C(O)C1=CC=CC=C1)(=O)N (mandelic acid amide), [OH-].[Na+] (caustic soda), ClCCl (dichloromethane), C1(=CC=C(C=C1)S(=O)(=O)Cl)C (p-toluene sulfonic acid chloride), ClCCl (dichloromethane). Product: CNC(=O)[C@H](C1=CC=CC=C1)OS(=O)(=O)C1=CC=C(C=C1)C ((S)-toluene-4-sulfonic acid methylcarbamoyl-phenyl-methyl ester). Reactants: CCO, O=[N+]([O-])c1cc(C(F)(F)F)ccc1-n1cnc(CO)c1. Yields the product Nc1cc(C(F)(F)F)ccc1-n1cnc(CO)c1. Reaction SMILES: [CH3:21][CH2:22][OH:23].[N+:1]([O-:2])(=[O:3])[c:4]1[c:5](-[n:14]2[cH:15][n:16][c:17]([CH2:19][OH:20])[cH:18]2)[cH:6][cH:7][c:8]([C:10]([F:11])([F:12])[F:13])[cH:9]1>>[NH2:1][c:4]1[c:5](-[n:14]2[cH:15][n:16][c:17]([CH2:19][OH:20])[cH:18]2)[cH:6][cH:7][c:8]([C:10]([F:11])([F:12])[F:13])[cH:9]1.